Task: describe an organic reaction: reactants, conditions, products, and yield. Dataset: the Open Reaction Database (ORD), a public repository of structured organic reaction records The reactants are CC1=NC2=C(N1CC1=CC=CC3=CC=CC=C13)C=C(C=C2N)N2CCOCC2 (2-methyl-6-morpholino-1-(naphthalen-1-ylmethyl)-1H-benzo[d]imidazol-4-amine), N(=O)[O-].[Na+] (NaNO2), C(=O)(O)[O-].[Na+] (NaHCO3). Procedure: To a solution of 2-methyl-6-morpholino-1-(naphthalen-1-ylmethyl)-1H-benzo[d]imidazol-4-amine (842 mg) in H2O (20 mL), MeOH (1 mL) and conc. H2SO4 (3 mL) was added aqueous NaNO2 (344 mg) solution drop-wise at 0° C. The mixture was stirred at 0° C. for 15 min and then stirred at reflux temperature for 1 h. The mixture was cooled to room temperature and the pH neutralized with aqueous NaHCO3 solution. It was extracted with DCM (100 mL×3). The combined organic layers were washed with brine, dried ov... Solvent: O (H2O), CO (MeOH), OS(=O)(=O)O (H2SO4). As a reaction SMILES: [CH3:1][C:2]1[N:6]([CH2:7][C:8]2[C:17]3[C:12](=[CH:13][CH:14]=[CH:15][CH:16]=3)[CH:11]=[CH:10][CH:9]=2)[C:5]2[CH:18]=[C:19]([N:23]3[CH2:28][CH2:27][O:26][CH2:25][CH2:24]3)[CH:20]=[C:21](N)[C:4]=2[N:3]=1.N([O-])=[O:30].[Na+].C([O-])(O)=O.[Na+]>O.CO.OS(O)(=O)=O>[CH3:1][C:2]1[N:6]([CH2:7][C:8]2[C:17]3[C:12](=[CH:13][CH:14]=[CH:15][CH:16]=3)[CH:11]=[CH:10][CH:9]=2)[C:5]2[CH:18]=[C:19]([N:23]3[CH2:24][CH2:25][O:26][CH2:27][CH2:28]3)[CH:20]=[C:21]([OH:30])[C:4]=2[N:3]=1 |f:1.2,3.4|. Product: CC1=NC2=C(N1CC1=CC=CC3=CC=CC=C13)C=C(C=C2O)N2CCOCC2 (2-methyl-6-morpholino-1-(naphthalen-1-ylmethyl)-1H-benzo[d]imidazol-4-ol). Conditions: temperature 0 celsius, time 15 minute. Starting materials: C(C)[SiH](CC)CC (triethylsilane), C(C1=CC=CC=C1)O[C@H]1C(O)(O[C@@H]([C@H]([C@@H]1OCC1=CC=CC=C1)OCC1=CC=CC=C1)COCC1=CC=CC=C1)C1=C(C=CC(=C1)C)OCC (2,3,4,6-tetra-O-benzyl-1-C-(2-ethoxy-5-methylphenyl)-D-glucopyranose), C([O-])([O-])=O.[K+].[K+] (potassium carbonate). Conditions: time 2 hour. Yields the product C(C1=CC=CC=C1)O[C@H]1[C@@H](O[C@@H]([C@H]([C@@H]1OCC1=CC=CC=C1)OCC1=CC=CC=C1)COCC1=CC=CC=C1)C1=C(C=CC(=C1)C)OCC ((1S)-1,5-anhydro-2,3,4,6-tetra-O-benzyl-1-(2-ethoxy-5-methylphenyl)-D-glucitol). The yield is 99.5%. Reaction SMILES: C([SiH](CC)CC)C.[CH2:8]([O:15][C@@H:16]1[C@@H:22]([O:23][CH2:24][C:25]2[CH:30]=[CH:29][CH:28]=[CH:27][CH:26]=2)[C@H:21]([O:31][CH2:32][C:33]2[CH:38]=[CH:37][CH:36]=[CH:35][CH:34]=2)[C@@H:20]([CH2:39][O:40][CH2:41][C:42]2[CH:47]=[CH:46][CH:45]=[CH:44][CH:43]=2)[O:19][C:17]1([C:48]1[CH:53]=[C:52]([CH3:54])[CH:51]=[CH:50][C:49]=1[O:55][CH2:56][CH3:57])O)[C:9]1[CH:14]=[CH:13][CH:12]=[CH:11][CH:10]=1.C(=O)([O-])[O-].[K+].[K+]>>[CH2:8]([O:15][C@@H:16]1[C@@H:22]([O:23][CH2:24][C:25]2[CH:26]=[CH:27][CH:28]=[CH:29][CH:30]=2)[C@H:21]([O:31][CH2:32][C:33]2[CH:38]=[CH:37][CH:36]=[CH:35][CH:34]=2)[C@@H:20]([CH2:39][O:40][CH2:41][C:42]2[CH:43]=[CH:44][CH:45]=[CH:46][CH:47]=2)[O:19][C@H:17]1[C:48]1[CH:53]=[C:52]([CH3:54])[CH:51]=[CH:50][C:49]=1[O:55][CH2:56][CH3:57])[C:9]1[CH:10]=[CH:11][CH:12]=[CH:13][CH:14]=1 |f:2.3.4|. Procedure: Boron trifluoride-diethyl ether complex (0.6 ml) and triethylsilane (1.7 ml) were added dropwise to a solution of 2,3,4,6-tetra-O-benzyl-1-C-(2-ethoxy-5-methylphenyl)-D-glucopyranose (3.5 g) at −50° C. and the mixture was stirred for two hours. Saturated aqueous solution of potassium carbonate was added to the reaction mixture and the mixture was extracted with chloroform. The organic layer was washed with saturated brine and dried over anhydrous sodium sulfate. After filtration, the filtrate wa... Reactants: F[B-](F)(F)F.C(C)[O+](CC)CC (triethyloxonium tetrafluoroborate), FC1=C(C(=O)N)C(=CC=C1)F (2,6-difluorobenzamide), C([O-])(O)=O.[Na+] (sodium bicarbonate). The solvent is C(Cl)Cl (methylene chloride). Run at temperature 20 celsius, time 18 hour. Product: FC1=C(C(OCC)=N)C(=CC=C1)F (ethyl 2,6-difluorobenzimidate). Yield: 90.6%. Reaction SMILES: F[B-](F)(F)F.[CH2:6]([O+](CC)CC)[CH3:7].[F:13][C:14]1[CH:22]=[CH:21][CH:20]=[C:19]([F:23])[C:15]=1[C:16]([NH2:18])=[O:17].C(=O)(O)[O-].[Na+]>C(Cl)Cl>[F:13][C:14]1[CH:22]=[CH:21][CH:20]=[C:19]([F:23])[C:15]=1[C:16](=[NH:18])[O:17][CH2:6][CH3:7] |f:0.1,3.4|. Procedure details: A mixture of triethyloxonium tetrafluoroborate (8.0 g, 0.042M), 2,6-difluorobenzamide (5.62 g, 0.036M) and methylene chloride was stirred at 20° C. for 18 hours, after which an excess of aqueous sodium bicarbonate solution was added. The methylene chloride phase was separated and dried over anhydrous magnesium sulphate. Evaporation of the solvent under reduced pressure yielded ethyl 2,6-difluorobenzimidate as a pale yellow oil (6.0 g) which was used without further purification. The reactants are C1CCOC1, CC(=O)OCc1ccccc1, O=C1CSCC(c2cc(F)cc(F)c2)N1, [H-], [Na+]. Product: O=C(CN1C(=O)CSCC1c1cc(F)cc(F)c1)OCc1ccccc1. As a reaction SMILES: [CH2:29]1[O:30][CH2:31][CH2:32][CH2:33]1.[CH3:18][C:19](=[O:20])[O:21][CH2:22][c:23]1[cH:24][cH:25][cH:26][cH:27][cH:28]1.[F:1][c:2]1[cH:3][c:4]([CH:9]2[NH:10][C:11](=[O:15])[CH2:12][S:13][CH2:14]2)[cH:5][c:6]([F:8])[cH:7]1.[H-:16].[Na+:17]>>[F:1][c:2]1[cH:3][c:4]([CH:9]2[N:10]([CH2:18][C:19](=[O:20])[O:21][CH2:22][c:23]3[cH:24][cH:25][cH:26][cH:27][cH:28]3)[C:11](=[O:15])[CH2:12][S:13][CH2:14]2)[cH:5][c:6]([F:8])[cH:7]1. Starting materials: ClC=1C=C(C=CC1)N1N=C(C=C1C=1C=NC(=C(C1)Cl)F)C(=O)O (1-(3-Chlorophenyl)-5-(5-chloro-6-fluoropyridin-3-yl)-1H-pyrazole-3-carboxylic acid), ClC=1C=C(C=C(C1)F)C1=CC(=NN1C1=NC=CC=C1)C(=O)N1CNC(C1)=O (1-{[5-(3-Chloro-5-fluorophenyl)-1-(pyridin-2-yl)-1H-pyrazol-3-yl]carbonyl}imidazolidin-4-one), Cl.N1C(NC=C1)=O (4-imidazolinone-hydrochloride). The product is ClC=1C=C(C=NC1F)C1=CC(=NN1C1=CC(=CC=C1)Cl)C(=O)N1CNC(C1)=O (1-{[5-(5-Chloro-6-fluoropyridin-3-yl)-1-(3-chlorophenyl)-1H-pyrazol-3-yl]carbonyl}imidazolidin-4-one). As a reaction SMILES: [Cl:1][C:2]1[CH:3]=[C:4]([N:8]2[C:12]([C:13]3[CH:14]=[N:15][C:16]([F:20])=[C:17]([Cl:19])[CH:18]=3)=[CH:11][C:10]([C:21]([OH:23])=O)=[N:9]2)[CH:5]=[CH:6][CH:7]=1.ClC1C=C(C2N(C3C=CC=CN=3)N=C(C([N:45]3[CH2:49][C:48](=[O:50])[NH:47][CH2:46]3)=O)C=2)C=C(F)C=1.Cl.N1C=CNC1=O>>[Cl:19][C:17]1[CH:18]=[C:13]([C:12]2[N:8]([C:4]3[CH:5]=[CH:6][CH:7]=[C:2]([Cl:1])[CH:3]=3)[N:9]=[C:10]([C:21]([N:45]3[CH2:49][C:48](=[O:50])[NH:47][CH2:46]3)=[O:23])[CH:11]=2)[CH:14]=[N:15][C:16]=1[F:20] |f:2.3|. Procedure: 21 mg (0.06 mmol) of the compound of Example 63A is reacted analogously to the synthesis of the compound of Example 1 with 8 mg (0.07 mmol) of 4-imidazolinone-hydrochloride. 15 mg (59% of theory) of the title compound is obtained. The reactants are FC(C=1C=C(C=C(C1)C(F)(F)F)[C@@H](C)N(C(=O)N1[C@H](C[C@@](CC1)(CC=O)NS(=O)C(C)(C)C)C1=C(C=C(C=C1)F)C)C)(F)F ((2R,4S)-N-{(1R)-1-[3,5-bis(trifluoromethyl)phenyl]ethyl}-4-{[(1,1-dimethylethyl)sulfinyl]amino}-2-(4-fluoro-2-methylphenyl)-N-methyl-4-(2-oxoethyl)-1-piperidinecarboxamide), FC(C=1C=C(C=C(C1)C(F)(F)F)[C@@H](C)N(C(=O)N1[C@H](C[C@@](CC1)(CC=O)NS(=O)C(C)(C)C)C1=C(C=C(C=C1)F)C)C)(F)F ((2R,4S)-N-{(1R)-1-[3,5-bis(trifluoromethyl)phenyl]ethyl}-4-{[(1,1-dimethylethyl)sulfinyl]amino}-2-(4-fluoro-2-methylphenyl)-N-methyl-4-(2-oxoethyl)-1-piperidinecarboxamide), C(=O)(O)[O-].[Na+] (NaHCO3), N12CCCCCC2=NCCC1 (1,8-Diazabicyclo[5.4.0]undec-7-ene), [Cl-].[Li+] (Lithium chloride), COP(=O)(OC)C(C(=O)OC)O[Si](C)(C)C(C)(C)C (Methyl [bis(methyloxy)phosphoryl]{[(1,1-dimethylethyl)(dimethyl)silyl]oxy}acetate). Run in C(C)#N (Acetonitrile), CCOC(=O)C (EtOAc), C(C)#N (Acetonitrile). Reaction conditions: temperature 0 celsius, time 7 hour. The product is COC(C(=CC[C@]1(C[C@@H](N(CC1)C(=O)N(C)[C@H](C)C1=CC(=CC(=C1)C(F)(F)F)C(F)(F)F)C1=C(C=C(C=C1)F)C)NS(=O)C(C)(C)C)O[Si](C)(C)C(C)(C)C)=O (Methyl4-[(2R,4S)-1-{[{(1R)-1-[3,5-bis(trifluoromethyl)phenyl]ethyl}(methyl)amino]carbonyl}-4-{[(1,1-dimethylethyl)sulfinyl]amino}-2-(4-fluoro-2-methylphenyl)-4-piperidinyl]-2-{[(1,1-dimethylethyl)(dimethyl)silyl]oxy}-2-butenoate). Yield: 37.9%. Reaction SMILES: N12CCCN=C1CCCCC2.[Cl-].[Li+].COP([CH:20]([O:25][Si:26]([C:29]([CH3:32])([CH3:31])[CH3:30])([CH3:28])[CH3:27])[C:21]([O:23][CH3:24])=[O:22])(OC)=O.[F:33][C:34]([F:76])([F:75])[C:35]1[CH:36]=[C:37]([C@H:45]([N:47]([CH3:74])[C:48]([N:50]2[CH2:55][CH2:54][C@@:53]([NH:59][S:60]([C:62]([CH3:65])([CH3:64])[CH3:63])=[O:61])([CH2:56][CH:57]=O)[CH2:52][C@@H:51]2[C:66]2[CH:71]=[CH:70][C:69]([F:72])=[CH:68][C:67]=2[CH3:73])=[O:49])[CH3:46])[CH:38]=[C:39]([C:41]([F:44])([F:43])[F:42])[CH:40]=1.C([O-])(O)=O.[Na+]>C(#N)C.CCOC(C)=O>[CH3:24][O:23][C:21](=[O:22])[C:20]([O:25][Si:26]([C:29]([CH3:30])([CH3:31])[CH3:32])([CH3:27])[CH3:28])=[CH:57][CH2:56][C@:53]1([NH:59][S:60]([C:62]([CH3:64])([CH3:63])[CH3:65])=[O:61])[CH2:54][CH2:55][N:50]([C:48]([N:47]([C@@H:45]([C:37]2[CH:36]=[C:35]([C:34]([F:33])([F:75])[F:76])[CH:40]=[C:39]([C:41]([F:44])([F:43])[F:42])[CH:38]=2)[CH3:46])[CH3:74])=[O:49])[C@@H:51]([C:66]2[CH:71]=[CH:70][C:69]([F:72])=[CH:68][C:67]=2[CH3:73])[CH2:52]1 |f:1.2,5.6|. Procedure details: 1,8-Diazabicyclo[5.4.0]undec-7-ene (0.12 mL, 0.80 mmol, Aldrich) was added dropwise to a suspension of Lithium chloride (35.9 mg, 0.847 mmol, Aldrich) and Methyl [bis(methyloxy)phosphoryl]{[(1,1-dimethylethyl)(dimethyl)silyl]oxy}acetate (Tetrahedron Lett. 1981, 22, 663-666) (265 mg, 0.847 mmol) in dry Acetonitrile (16 mL) and the mixture was maintained at 0° C. for 1 h. A solution of (2R,4S)-N-{(1R)-1-[3,5-bis(trifluoromethyl)phenyl]ethyl}-4-{[(1,1-dimethylethyl)sulfinyl]amino}-2-(4-fluoro-2-met...